From a dataset of the Open Reaction Database (ORD), a public repository of structured organic reaction records. describe an organic reaction: reactants, conditions, products, and yield Reactants: NC=1C=CC2=C(CCO2)C1 (5-amino-2,3-dihydrobenzofuran), C(C)O (ethanol). The reagents and catalysts are [Ni] (Raney nickel). Run at temperature 25 celsius. Product: C(C)NC=1C=CC2=C(CCO2)C1 (5-ethylamino-2,3-dihydrobenzofuran). RXN SMILES: [NH2:1][C:2]1[CH:3]=[CH:4][C:5]2[O:9][CH2:8][CH2:7][C:6]=2[CH:10]=1.[CH2:11](O)[CH3:12]>[Ni]>[CH2:11]([NH:1][C:2]1[CH:3]=[CH:4][C:5]2[O:9][CH2:8][CH2:7][C:6]=2[CH:10]=1)[CH3:12]. Procedure: A mixture of 148 g. (1.09 moles) of 5-amino-2,3-dihydrobenzofuran and 93 g. of W2 Raney nickel in 850 ml. of ethanol was heated to reflux for 24 hours. The reaction was cooled to 25° C., filtered and evaporated to give a quantitative yield of the desired intermediate.